Dataset: the Open Reaction Database (ORD), a public repository of structured organic reaction records. Task: describe an organic reaction: reactants, conditions, products, and yield Starting materials: O (Water), BrCCC=C1CC2=C(OC3=NC=CC=C31)C=CC=C2OC (5-(3-bromopropylidene)-5,11-dihydro-7-methoxy [1]benzoxepino[2,3-b]pyridine), ClC1=CC=C(C=C1)C1(CCNCC1)O (4-(4-chlorophenyl)-4-hydroxypiperidine), C([O-])([O-])=O.[K+].[K+] (potassium carbonate). Solvent: C(C)(=O)OCC (ethyl acetate), CN(C)C=O (DMF). Run at time 3 hour. Yields the product ClC1=CC=C(C=C1)C1(CCN(CC1)CCC=C1CC2=C(OC3=NC=CC=C31)C=CC=C2OC)O (4-(4-Chlorophenyl)-1-[3-(5,11-dihydro-7-methoxy[1]benzoxepino[2,3-b]pyridin-5-ylidene)propyl]piperidin-4-ol). As a reaction SMILES: Br[CH2:2][CH2:3][CH:4]=[C:5]1[C:15]2[C:10](=[N:11][CH:12]=[CH:13][CH:14]=2)[O:9][C:8]2[CH:16]=[CH:17][CH:18]=[C:19]([O:20][CH3:21])[C:7]=2[CH2:6]1.[Cl:22][C:23]1[CH:28]=[CH:27][C:26]([C:29]2([OH:35])[CH2:34][CH2:33][NH:32][CH2:31][CH2:30]2)=[CH:25][CH:24]=1.C(=O)([O-])[O-].[K+].[K+].O>CN(C=O)C.C(OCC)(=O)C>[Cl:22][C:23]1[CH:28]=[CH:27][C:26]([C:29]2([OH:35])[CH2:30][CH2:31][N:32]([CH2:2][CH2:3][CH:4]=[C:5]3[C:15]4[C:10](=[N:11][CH:12]=[CH:13][CH:14]=4)[O:9][C:8]4[CH:16]=[CH:17][CH:18]=[C:19]([O:20][CH3:21])[C:7]=4[CH2:6]3)[CH2:33][CH2:34]2)=[CH:25][CH:24]=1 |f:2.3.4|. Reported procedure: To a solution the product of step 2 (1.1 g) in DMF (15 ml) were added 4-(4-chlorophenyl)-4-hydroxypiperidine (0.81 g) and potassium carbonate (0.53 g) and the mixture was stirred at room temperature for 3 hours. Water and ethyl acetate were added to the reaction mixture, the organic layer was separated and washed with saturated aqueous sodium chloride, and dried with magnesium sulfate. The solvent was distilled off under reduced pressure. The residue was purified by silica gel chromatography elu...